From a dataset of the Open Reaction Database (ORD), a public repository of structured organic reaction records. describe an organic reaction: reactants, conditions, products, and yield Starting materials: C1CCOC1, CO, COC(=O)c1cc(NC(=O)CCCCCl)cc([N+](=O)[O-])c1, [H-], [Na+]. Yields the product COC(=O)c1cc(N2CCCCC2=O)cc([N+](=O)[O-])c1. RXN SMILES: [CH2:26]1[O:27][CH2:28][CH2:29][CH2:30]1.[CH3:24][OH:25].[CH3:3][O:4][C:5]([c:6]1[cH:7][c:8]([NH:15][C:16]([CH2:17][CH2:18][CH2:19][CH2:20][Cl:21])=[O:22])[cH:9][c:10]([N+:12](=[O:13])[O-:14])[cH:11]1)=[O:23].[H-:2].[Na+:1]>>[CH3:3][O:4][C:5]([c:6]1[cH:7][c:8]([N:15]2[C:16](=[O:22])[CH2:17][CH2:18][CH2:19][CH2:20]2)[cH:9][c:10]([N+:12](=[O:13])[O-:14])[cH:11]1)=[O:23]. Reactants: N1(CCCC1)C1(CCCC1)C#N (1-(1-pyrrolidinyl)cyclopentane carbonitrile), C1(=CC=CC=C1)[Li] (phenyllithium), solution, NC(C1(CCCC1)N(C)C)C1=CC=CC=C1 (Racemic {1-[amino(phenyl)methyl]cyclopentyl}dimethylamine), [BH4-].[Na+] (sodium borohydride). The product is C1(=CC=CC=C1)C(N)C1(CCCC1)N1CCCC1 ((±)1-Phenyl-1-[1-(1-pyrrolidinyl)cyclopentyl]methanamine). Procedure details: The title compound (0.55 g, 56%) was prepared from 1-(1-pyrrolidinyl)cyclopentane carbonitrile D9 (0.66 g, 4 mmol), and phenyllithium in dibutylether (2.4 ml of a 1.8M solution; 4.4 mmol) in THF (4 ml), followed by reaction with sodium borohydride (0.456 g, 12 mmol) in methanol (4 ml) in a similar manner to that described in D2. 1H NMR (CDCl3) δ: 0.41 (1H, m), 1.17 (1H, m), 1.35 (2H, m), 1.60 (2H, m), 1.73 (5H, m), 1.84-2.02 (3H, m), 2.64-2.74 (4H, m), 4.27 (1H, s), 7.21-7.31 (3H, m), 7.48 (2H, ... Yield: 56.0%. Solvent: C(CCC)OCCCC (dibutylether), C1CCOC1 (THF), CO (methanol). As a reaction SMILES: [N:1]1([C:6]2([C:11]#[N:12])[CH2:10][CH2:9][CH2:8][CH2:7]2)[CH2:5][CH2:4][CH2:3][CH2:2]1.[C:13]1([Li])[CH:18]=[CH:17][CH:16]=[CH:15][CH:14]=1.[BH4-].[Na+].NC(C1C=CC=CC=1)C1(N(C)C)CCCC1>C(OCCCC)CCC.C1COCC1.CO>[C:13]1([CH:11]([C:6]2([N:1]3[CH2:5][CH2:4][CH2:3][CH2:2]3)[CH2:7][CH2:8][CH2:9][CH2:10]2)[NH2:12])[CH:18]=[CH:17][CH:16]=[CH:15][CH:14]=1 |f:2.3|. Reported procedure: The 2,5-bismethanesulfonylpyridine was obtained by reacting 2,5-dibromopyridine with sodium thiomethoxide to obtain 2,5-bis-methylthiopyridine, and then oxidizing it with metachloroperbenzoic acid. The reaction between 2,5-dibromopyridine and sodium methoxide and the oxidation of 2,5-bis-methylthiopyridine with metachloroperbenzoic acid may be carried out according to ordinary methods. Starting materials: CS(=O)(=O)C1=NC=C(C=C1)S(=O)(=O)C (2,5-bismethanesulfonylpyridine), BrC1=NC=C(C=C1)Br (2,5-dibromopyridine), C[S-].[Na+] (sodium thiomethoxide). The product is CSC1=NC=C(C=C1)SC (2,5-bis-methylthiopyridine). RXN SMILES: [CH3:1][S:2]([C:5]1[CH:10]=[CH:9][C:8]([S:11]([CH3:14])(=O)=O)=[CH:7][N:6]=1)(=O)=O.BrC1C=CC(Br)=CN=1.C[S-].[Na+]>>[CH3:1][S:2][C:5]1[CH:10]=[CH:9][C:8]([S:11][CH3:14])=[CH:7][N:6]=1 |f:2.3|. Reactants: CCOC(=O)/N=N/C(=O)OCC (diethylazodicarboxylate), OCCOC1=C(C=C(C=C1C)C1=NC2=CC(=CC(=C2C(N1)=O)OC)OC)C (2-[4-(2-hydroxy-ethoxy)-3,5-dimethyl-phenyl]-5,7-dimethoxy-3H-quinazolin-4-one), C1(=CC=CC=C1)P(C1=CC=CC=C1)C1=CC=CC=C1 (triphenyl phosphine), N1C(CCC1=O)=O (pyrrolidine-2,5-dione), C(C)(C)N(C(C)C)CC (N,N-diisopropylethyl amine). The solvent is C1CCOC1 (THF), C(C)(=O)OCC (Ethyl acetate). Run at time 8 hour. The product is COC1=C2C(NC(=NC2=CC(=C1)OC)C1=CC(=C(OCCN2C(CCC2=O)=O)C(=C1)C)C)=O (1-(2-(4-(5,7-Dimethoxy-4-oxo-3,4-dihydroquinazolin-2-yl)-2,6-dimethylphenoxy)ethyl)pyrrolidine-2,5-dione). Reaction SMILES: O[CH2:2][CH2:3][O:4][C:5]1[C:10]([CH3:11])=[CH:9][C:8]([C:12]2[NH:21][C:20](=[O:22])[C:19]3[C:14](=[CH:15][C:16]([O:25][CH3:26])=[CH:17][C:18]=3[O:23][CH3:24])[N:13]=2)=[CH:7][C:6]=1[CH3:27].C1(P(C2C=CC=CC=2)C2C=CC=CC=2)C=CC=CC=1.[NH:47]1[C:51](=[O:52])[CH2:50][CH2:49][C:48]1=[O:53].C(N(CC)C(C)C)(C)C.CCOC(/N=N/C(OCC)=O)=O>C1COCC1.C(OCC)(=O)C>[CH3:24][O:23][C:18]1[CH:17]=[C:16]([O:25][CH3:26])[CH:15]=[C:14]2[C:19]=1[C:20](=[O:22])[NH:21][C:12]([C:8]1[CH:9]=[C:10]([CH3:11])[C:5]([O:4][CH2:3][CH2:2][N:47]3[C:51](=[O:52])[CH2:50][CH2:49][C:48]3=[O:53])=[C:6]([CH3:27])[CH:7]=1)=[N:13]2. Procedure details: To a solution of 2-[4-(2-hydroxy-ethoxy)-3,5-dimethyl-phenyl]-5,7-dimethoxy-3H-quinazolin-4-one (0.50 g, 1.35 mmol) in anhydrous THF (20 mL) were added triphenyl phosphine (0.53 g, 2.02 mmol), pyrrolidine-2,5-dione (0.20 g, 2.02 mmol), and N,N-diisopropylethyl amine (0.44 g, 3.38 mmol). To this stirred solution was added diethylazodicarboxylate (0.35 g, 2.02 mmol). The reaction mixture was stirred at room temperature for 8 hours under nitrogen. Ethyl acetate (400 mL) was added. The organic phase... The reactants are CN(C)C(=O)C1CC(OCCCO[Si](C)(C)C(C)(C)C)CN1C(=O)OC(C)(C)C, CCCC[N+](CCCC)(CCCC)CCCC, C1CCOC1, [F-], O. Product: CN(C)C(=O)C1CC(OCCCO)CN1C(=O)OC(C)(C)C. As a reaction SMILES: [C:1]([Si:2]([CH3:3])([CH3:4])[O:6][CH2:7][CH2:8][CH2:9][O:10][CH:11]1[CH2:12][CH:13]([C:23](=[O:24])[N:25]([CH3:26])[CH3:27])[N:14]([C:16](=[O:17])[O:18][C:19]([CH3:20])([CH3:21])[CH3:22])[CH2:15]1)([CH3:5])([CH3:28])[CH3:29].[CH2:31]([N+:32]([CH2:33][CH2:34][CH2:35][CH3:36])([CH2:37][CH2:38][CH2:39][CH3:40])[CH2:41][CH2:42][CH2:43][CH3:44])[CH2:45][CH2:46][CH3:47].[CH2:49]1[O:50][CH2:51][CH2:52][CH2:53]1.[F-:30].[OH2:48]>>[OH:6][CH2:7][CH2:8][CH2:9][O:10][CH:11]1[CH2:12][CH:13]([C:23](=[O:24])[N:25]([CH3:26])[CH3:27])[N:14]([C:16](=[O:17])[O:18][C:19]([CH3:20])([CH3:21])[CH3:22])[CH2:15]1. The reactants are C1(=NC=CC2=CC=CC=C12)C#N (1-isoquinolinecarbonitrile), BrC1=CC=C(C=C1)OC (4-Bromoanisol), BrCCBr (1,2-dibromoethane), [Mg] (magnesium), Cl (hydrochloric acid), [OH-].[Na+] (sodium hydroxide). The solvent is O1CCCC1 (tetrahydrofuran), O1CCCC1 (tetrahydrofuran), CO (methanol). Reaction conditions: temperature 0 celsius. Yields the product C1(=NC=CC2=CC=CC=C12)C(=O)C1=CC=C(C=C1)OC (1-Isoquinolyl(4-methoxyphenyl)ketone). Reaction SMILES: Br[C:2]1[CH:7]=[CH:6][C:5]([O:8][CH3:9])=[CH:4][CH:3]=1.BrCCBr.[Mg].[C:15]1([C:25]#N)[C:24]2[C:19](=[CH:20][CH:21]=[CH:22][CH:23]=2)[CH:18]=[CH:17][N:16]=1.Cl.[OH-:28].[Na+]>O1CCCC1.CO>[C:15]1([C:25]([C:2]2[CH:7]=[CH:6][C:5]([O:8][CH3:9])=[CH:4][CH:3]=2)=[O:28])[C:24]2[C:19](=[CH:20][CH:21]=[CH:22][CH:23]=2)[CH:18]=[CH:17][N:16]=1 |f:5.6|. Reported procedure: 4-Bromoanisol (15.3 ml, 122 mmol) and a catalytic amount of 1,2-dibromoethane as an initiator were added to a mixed solution of magnesium (3059 mg, 125.8 mmol) and tetrahydrofuran (20 ml) under nitrogen atmosphere, and this reaction mixture was stirred while heating under reflux for 45 minutes. The mixture was cooled to 0° C., a solution of 1-isoquinolinecarbonitrile (10.78 g, 69.9 mmol) in tetrahydrofuran (30 ml) was added dropwise thereto, and this reaction mixture was stirred at room temperat...